From a dataset of the Open Reaction Database (ORD), a public repository of structured organic reaction records. describe an organic reaction: reactants, conditions, products, and yield The reactants are NC(=O)C1=CN(C2OC(COP(=O)(O)OP(=O)(O)OCC3OC(n4cnc5c(N)ncnc54)C(OP(=O)(O)O)C3O)C(O)C2O)C=CC1, O=P([O-])([O-])[O-], CCOC(=O)C1CCCC1=O, O=CC(O)C(O)C(O)C(O)CO. The product is CCOC(=O)C1CCCC1O. Reaction SMILES: [NH2:12][C:13]([C:14]1=[CH:58][N:18]([CH:19]2[CH:20]([OH:21])[CH:22]([OH:23])[CH:24]([CH2:25][O:26][P:27]([O:28][P:29]([O:30][CH2:31][CH:32]3[CH:33]([OH:34])[CH:35]([O:36][P:37](=[O:38])([OH:39])[OH:40])[CH:41]([n:42]4[c:43]5[c:44]([c:45]([NH2:49])[n:46][cH:47][n:48]5)[n:50][cH:51]4)[O:52]3)(=[O:53])[OH:54])(=[O:55])[OH:56])[O:57]2)[CH:17]=[CH:16][CH2:15]1)=[O:59].[O-:60][P:61](=[O:62])([O-:63])[O-:64].[O:1]=[C:2]1[CH:3]([C:7](=[O:8])[O:9][CH2:10][CH3:11])[CH2:4][CH2:5][CH2:6]1.[O:65]=[CH:66][CH:67]([CH:68]([CH:69]([CH:70]([CH2:71][OH:72])[OH:73])[OH:74])[OH:75])[OH:76]>>[OH:1][CH:2]1[CH:3]([C:7](=[O:8])[O:9][CH2:10][CH3:11])[CH2:4][CH2:5][CH2:6]1. The reactants are O=C([O-])[O-], C=CCBr, CN(C)C=O, Cc1c(C(F)(F)F)cnn(-c2cc(O)c(Cl)cc2F)c1=O, [K+], [K+], O. Product: C=CCOc1cc(-n2ncc(C(F)(F)F)c(C)c2=O)c(F)cc1Cl. As a reaction SMILES: [C:22](=[O:23])([O-:24])[O-:25].[CH2:28]([CH:29]=[CH2:30])[Br:31].[CH3:33][N:34]([CH3:35])[CH:36]=[O:37].[Cl:1][c:2]1[cH:3][c:4]([F:21])[c:5](-[n:9]2[n:10][cH:11][c:12]([C:17]([F:18])([F:19])[F:20])[c:13]([CH3:16])[c:14]2=[O:15])[cH:6][c:7]1[OH:8].[K+:26].[K+:27].[OH2:32]>>[Cl:1][c:2]1[cH:3][c:4]([F:21])[c:5](-[n:9]2[n:10][cH:11][c:12]([C:17]([F:18])([F:19])[F:20])[c:13]([CH3:16])[c:14]2=[O:15])[cH:6][c:7]1[O:8][CH2:30][CH:29]=[CH2:28]. Reactants: C(CCCCCCC)N1CCC2=CC(=C(C(=C12)NC(C(C)(C)C)=O)C)C(=O)OC (N-(1-Octyl-5-methoxycarbonyl-6-methylindolin-7-yl)-2,2-dimethylpropanamide), [OH-].[Na+] (NaOH). Solvent: CO (methanol), O (water). Conditions: temperature 60 celsius, time 4 hour. Product: C(CCCCCCC)N1CCC2=CC(=C(C(=C12)NC(C(C)(C)C)=O)C)C(=O)O (N-(1-Octyl-5carboxy-6-methylindolin-7-yl)-2,2-dimethylpropanamide). Yield: 67.9%. As a reaction SMILES: [CH2:1]([N:9]1[C:17]2[C:12](=[CH:13][C:14]([C:26]([O:28]C)=[O:27])=[C:15]([CH3:25])[C:16]=2[NH:18][C:19](=[O:24])[C:20]([CH3:23])([CH3:22])[CH3:21])[CH2:11][CH2:10]1)[CH2:2][CH2:3][CH2:4][CH2:5][CH2:6][CH2:7][CH3:8].[OH-].[Na+]>CO.O>[CH2:1]([N:9]1[C:17]2[C:12](=[CH:13][C:14]([C:26]([OH:28])=[O:27])=[C:15]([CH3:25])[C:16]=2[NH:18][C:19](=[O:24])[C:20]([CH3:21])([CH3:22])[CH3:23])[CH2:11][CH2:10]1)[CH2:2][CH2:3][CH2:4][CH2:5][CH2:6][CH2:7][CH3:8] |f:1.2|. Procedure details: N-(1-Octyl-5-methoxycarbonyl-6-methylindolin-7-yl)-2,2-dimethylpropanamide (580 mg) was dissolved in methanol (10 ml) and a solution of NaOH (290 mg) in water (5 ml) was added, which was followed by stirring at 60° C. for 4 hr. Methanol was evaporated under reduced pressure. Water (50 ml) was added to the residue and the mixture was washed with ethyl acetate (20 ml). The aqueous layer was adjusted to pH 6-7 with 2N sulfuric acid and extracted with chloroform (100 ml). The chloroform layer was wa... Starting materials: BrC=1C(=CC(=NC1)NNC(CC=1C=NC(=CC1)C(F)(F)F)=O)C1=CC=C(C=C1)Cl (N′-(5-bromo-4-(4-chlorophenyl)pyridin-2-yl)-2-(6-(trifluoromethyl)pyridin-3-yl)acetohydrazide), acid. The solvent is FC(F)(F)C1=CC=CC=C1 ((trifluoromethyl)benzene). Conditions: temperature 200 celsius. The product is BrC=1C(=CC=2N(C1)C(=NN2)CC=2C=NC(=CC2)C(F)(F)F)C2=CC=C(C=C2)Cl (6-bromo-7-(4-chlorophenyl)-3-((6-(trifluoromethyl)pyridin-3-yl)methyl)-[1,2,4]triazolo[4,3-a]pyridine). Isolated yield 89.8%. RXN SMILES: [Br:1][C:2]1[C:3]([C:23]2[CH:28]=[CH:27][C:26]([Cl:29])=[CH:25][CH:24]=2)=[CH:4][C:5]([NH:8][NH:9][C:10](=O)[CH2:11][C:12]2[CH:13]=[N:14][C:15]([C:18]([F:21])([F:20])[F:19])=[CH:16][CH:17]=2)=[N:6][CH:7]=1>FC(C1C=CC=CC=1)(F)F>[Br:1][C:2]1[C:3]([C:23]2[CH:28]=[CH:27][C:26]([Cl:29])=[CH:25][CH:24]=2)=[CH:4][C:5]2[N:6]([C:10]([CH2:11][C:12]3[CH:13]=[N:14][C:15]([C:18]([F:21])([F:20])[F:19])=[CH:16][CH:17]=3)=[N:9][N:8]=2)[CH:7]=1. Procedure details: To a suspension of N′-(5-bromo-4-(4-chlorophenyl)pyridin-2-yl)-2-(6-(trifluoromethyl)pyridin-3-yl)acetohydrazide (24 mg, 0.05 mmol) in (trifluoromethyl)benzene (0.45 mL) was added glacial acidic acid (0.15 mL). The reaction mixture was sealed and heated in a microwave reactor at 200° C. for 30 min. The reaction mixture was allowed to cool to 20° C. and concentrated in vacuo. The residue was purified using reverse phase preparative HPLC (Conditions: Phemomenex Luna 5μC18 30×75 mm; Eluted with 0% ... The reactants are CSC=1S\C(\C(N1)=O)=C/C=1C=C2C=CC=NC2=CC1 (2-methylsulfanyl-5-[1-quinolin-6-yl-meth-(Z)-ylidene]-thiazol-4-one), NC(CCO)C1=CC=CC=C1 (3-amino-3-phenyl-propan-1-ol), CCN(C(C)C)C(C)C (DIEA). The product is OCCC(C1=CC=CC=C1)NC=1S\C(\C(N1)=O)=C/C=1C=C2C=CC=NC2=CC1 (2-(3-hydroxy-1-phenyl-propylamino)-5-[1-quinolin-6-yl-meth-(Z)-ylidene]-thiazol-4-one). RXN SMILES: CS[C:3]1[S:4]/[C:5](=[CH:9]\[C:10]2[CH:11]=[C:12]3[C:17](=[CH:18][CH:19]=2)[N:16]=[CH:15][CH:14]=[CH:13]3)/[C:6](=[O:8])[N:7]=1.[NH2:20][CH:21]([C:25]1[CH:30]=[CH:29][CH:28]=[CH:27][CH:26]=1)[CH2:22][CH2:23][OH:24].CCN(C(C)C)C(C)C>>[OH:24][CH2:23][CH2:22][CH:21]([NH:20][C:3]1[S:4]/[C:5](=[CH:9]\[C:10]2[CH:11]=[C:12]3[C:17](=[CH:18][CH:19]=2)[N:16]=[CH:15][CH:14]=[CH:13]3)/[C:6](=[O:8])[N:7]=1)[C:25]1[CH:30]=[CH:29][CH:28]=[CH:27][CH:26]=1. Procedure: Similar procedure as described in example 1b was used, starting from 2-methylsulfanyl-5-[1-quinolin-6-yl-meth-(Z)-ylidene]-thiazol-4-one, 3-amino-3-phenyl-propan-1-ol and DIEA to give 2-(3-hydroxy-1-phenyl-propylamino)-5-[1-quinolin-6-yl-meth-(Z)-ylidene]-thiazol-4-one. LC-MS m/e 390 (MH+). Product: Nc1nc(C(=O)N2C(CNC(=O)c3cc(F)cc4c3OCOC4)CC3CC32)c(-c2cccc(F)c2)s1. RXN SMILES: [F:24][c:25]1[cH:26][c:27]([C:35](=[O:36])[OH:37])[c:28]2[c:29]([cH:34]1)[CH2:30][O:31][CH2:32][O:33]2.[NH2:1][c:2]1[s:3][c:4](-[c:17]2[cH:18][c:19]([F:23])[cH:20][cH:21][cH:22]2)[c:5]([C:7](=[O:8])[N:9]2[CH:10]3[CH2:11][CH:12]3[CH2:13][CH:14]2[CH2:15][NH2:16])[n:6]1>>[NH2:1][c:2]1[s:3][c:4](-[c:17]2[cH:18][c:19]([F:23])[cH:20][cH:21][cH:22]2)[c:5]([C:7](=[O:8])[N:9]2[CH:10]3[CH2:11][CH:12]3[CH2:13][CH:14]2[CH2:15][NH:16][C:35]([c:27]2[cH:26][c:25]([F:24])[cH:34][c:29]3[c:28]2[O:33][CH2:32][O:31][CH2:30]3)=[O:36])[n:6]1. The reactants are O=C(O)c1cc(F)cc2c1OCOC2, NCC1CC2CC2N1C(=O)c1nc(N)sc1-c1cccc(F)c1. Starting materials: [N+](=[N-])=C1C(C=2C=CC=C(C2C=C1)S(=O)(=O)OC1=C(C(=O)C2=CC=CC=C2)C=CC(=C1)OS(=O)(=O)C1=CC=CC=2C(C(C=CC12)=[N+]=[N-])=O)=O (2,4-bis(6-diazo-5,6-dihydro-5-oxo-1-naphthalenesulfonyloxy) benzophenone), OC1=C(C(=O)C2=CC=CC=C2)C=CC(=C1OS(=O)(=O)C1=CC=CC=2C(C(C=CC12)=[N+]=[N-])=O)OS(=O)(=O)C1=CC=CC=2C(C(C=CC12)=[N+]=[N-])=O (2-hydroxy-3,4-bis(6-diazo-5,6-dihydro-5-oxo-1-naphthalenesulfonyloxy) benzophenone), OC1=C(C(=O)C2=CC=CC=C2)C=CC(=C1)OS(=O)(=O)C1=CC=CC=2C(C(C=CC12)=[N+]=[N-])=O (2-hydroxy-4-(6-diazo-5,6-dihydro-5-oxo-1-naphthalenesulfonyloxy) benzophenone), [N+](=[N-])=C1C(C=2C=CC=C(C2C=C1)S(=O)(=O)OC1CCC(CC1)C(C)(C)C1CCC(CC1)OS(=O)(=O)C1=CC=CC=2C(C(C=CC12)=[N+]=[N-])=O)=O (4,4'-bis(6-diazo-5,6-dihydro-5-oxo-1-naphthalene sulfonyloxy)isopropylidenebiscyclohexane), 2,3,4-tris(6-diazo-5,6-dihydro-5-oxy-1-naphthalenesulfonyloxy) benzophenone, [N+](=[N-])=C1C(C=2C=CC=C(C2C=C1)S(=O)(=O)OC1=CC=C(C(=O)C2=CC=C(C=C2)OS(=O)(=O)C2=CC=CC=3C(C(C=CC23)=[N+]=[N-])=O)C=C1)=O (4,4'-bis(6-diazo-5,6-dihydro-5-oxo-1-naphthalenesulfonyloxy) benzophenone), BrC(COS(=O)(=O)C1=CC=CC=2C(C(C=CC12)=[N+]=[N-])=O)CBr (2,3-dibromo-1-(6-diazo-5,6-dihydro-5-oxo-1-naphthalenesulfonyloxy) propane). Product: OC1=C(C(=O)C2=CC=CC=C2)C=CC(=C1O)OS(=O)(=O)C1=CC=CC=2C(C(C=CC12)=[N+]=[N-])=O (2,3-dihydroxy-4-(6-diazo-5,6-dihydro-5-oxo-1-naphthalenesulfonyloxy) benzophenone). RXN SMILES: [OH:1][C:2]1[C:15]([O:16]S(C2C3C=CC(=[N+]=[N-])C(=O)C=3C=CC=2)(=O)=O)=[C:14]([O:33][S:34]([C:37]2[C:46]3[CH:45]=[CH:44][C:43](=[N+:47]=[N-:48])[C:42](=[O:49])[C:41]=3[CH:40]=[CH:39][CH:38]=2)(=[O:36])=[O:35])[CH:13]=[CH:12][C:3]=1[C:4]([C:6]1[CH:11]=[CH:10][CH:9]=[CH:8][CH:7]=1)=[O:5].[N+](=C1C=CC2C(S(OC3C=CC(C(C4C=CC(OS(C5C6C=CC(=[N+]=[N-])C(=O)C=6C=CC=5)(=O)=O)=CC=4)=O)=CC=3)(=O)=O)=CC=CC=2C1=O)=[N-].OC1C=C(OS(C2C3C=CC(=[N+]=[N-])C(=O)C=3C=CC=2)(=O)=O)C=CC=1C(C1C=CC=CC=1)=O.[N+](=C1C=CC2C(S(OC3C=C(OS(C4C5C=CC(=[N+]=[N-])C(=O)C=5C=CC=4)(=O)=O)C=CC=3C(C3C=CC=CC=3)=O)(=O)=O)=CC=CC=2C1=O)=[N-].BrC(CBr)COS(C1C2C=CC(=[N+]=[N-])C(=O)C=2C=CC=1)(=O)=O.[N+](=C1C=CC2C(S(OC3CCC(C(C4CCC(OS(C5C6C=CC(=[N+]=[N-])C(=O)C=6C=CC=5)(=O)=O)CC4)(C)C)CC3)(=O)=O)=CC=CC=2C1=O)=[N-]>>[OH:1][C:2]1[C:15]([OH:16])=[C:14]([O:33][S:34]([C:37]2[C:46]3[CH:45]=[CH:44][C:43](=[N+:47]=[N-:48])[C:42](=[O:49])[C:41]=3[CH:40]=[CH:39][CH:38]=2)(=[O:36])=[O:35])[CH:13]=[CH:12][C:3]=1[C:4]([C:6]1[CH:11]=[CH:10][CH:9]=[CH:8][CH:7]=1)=[O:5]. Procedure: 2-hydroxy-3,4-bis(6-diazo-5,6-dihydro-5-oxo-1-naphthalenesulfonyloxy) benzophenone (1); 2,3,4-tris(6-diazo-5,6-dihydro-5-oxy-1-naphthalenesulfonyloxy) benzophenone (11); 4,4'-bis(6-diazo-5,6-dihydro-5-oxo-1-naphthalenesulfonyloxy) benzophenone (12); 2-hydroxy-4-(6-diazo-5,6-dihydro-5-oxo-1-naphthalenesulfonyloxy) benzophenone (2); 2,4-bis(6-diazo-5,6-dihydro-5-oxo-1-naphthalenesulfonyloxy) benzophenone (15); or 2,3-dibromo-1-(6-diazo-5,6-dihydro-5-oxo-1-naphthalenesulfonyloxy) propane (17); or 4...